This data is from the Open Reaction Database (ORD), a public repository of structured organic reaction records. The task is: describe an organic reaction: reactants, conditions, products, and yield Starting materials: CN1CCC(=CC1)C1=CNC2=CC=C(C=C12)OC(F)(F)F (3-(1-methyl-1,2,3,6-tetrahydro-4-pyridinyl)-5-trifluoromethoxy-1H-indole), Cl (HCl), FC1=CC=C(C(=O)Cl)C=C1 (4-fluorobenzoyl chloride), Cl (HCl). The product is FC1=CC=C(C(=O)N2C=C(C3=CC(=CC=C23)OC(F)(F)F)C=2CCN(CC2)C)C=C1 (1-(4-Fluorobenzoyl)-3-(1-methyl-1,2,3,6-tetrahydro-4-pyridinyl)-5-trifluoromethoxyindole). Reaction SMILES: [CH3:1][N:2]1[CH2:7][CH:6]=[C:5]([C:8]2[C:16]3[C:11](=[CH:12][CH:13]=[C:14]([O:17][C:18]([F:21])([F:20])[F:19])[CH:15]=3)[NH:10][CH:9]=2)[CH2:4][CH2:3]1.[F:22][C:23]1[CH:31]=[CH:30][C:26]([C:27](Cl)=[O:28])=[CH:25][CH:24]=1.Cl>>[F:22][C:23]1[CH:31]=[CH:30][C:26]([C:27]([N:10]2[C:11]3[C:16](=[CH:15][C:14]([O:17][C:18]([F:21])([F:19])[F:20])=[CH:13][CH:12]=3)[C:8]([C:5]3[CH2:4][CH2:3][N:2]([CH3:1])[CH2:7][CH:6]=3)=[CH:9]2)=[O:28])=[CH:25][CH:24]=1. Procedure details: (19.2 mg, 59%); from 3-(1-methyl-1,2,3,6-tetrahydro-4-pyridinyl)-5-trifluoromethoxy-1H-indole (Example 4h, 20 mg, 0.068 mmol) and 4-fluorobenzoyl chloride (17.0 mg, 0.107 mmol), HRMS-FAB+ for C22H18N2O2F4.HCl, calculated MH (-HCl): 419.13828; found: 419.13870. Reactants: CCO, CC(=O)Nc1cc([N+](=O)[O-])ccc1OCCN1CCCC1. Product: CC(=O)Nc1cc(N)ccc1OCCN1CCCC1. Reaction SMILES: [CH3:22][CH2:23][OH:24].[N+:1]([O-:2])(=[O:3])[c:4]1[cH:5][cH:6][c:7]([O:14][CH2:15][CH2:16][N:17]2[CH2:18][CH2:19][CH2:20][CH2:21]2)[c:8]([NH:10][C:11]([CH3:12])=[O:13])[cH:9]1>>[NH2:1][c:4]1[cH:5][cH:6][c:7]([O:14][CH2:15][CH2:16][N:17]2[CH2:18][CH2:19][CH2:20][CH2:21]2)[c:8]([NH:10][C:11]([CH3:12])=[O:13])[cH:9]1. Reactants: ClC1=NC=C(C=C1Cl)C(F)(F)F (2,3-dichloro-5-trifluoromethylpyridine), ClC1=C(C=C(C=C1)B(O)O)OC (4-chloro-3-methoxybenzeneboronic acid), C([O-])(O)=O.[Na+] (sodium bicarbonate), Cl (hydrochloric acid). Reagents/catalysts: C1=CC=C(C=C1)P(C2=CC=CC=C2)C3=CC=CC=C3.C1=CC=C(C=C1)P(C2=CC=CC=C2)C3=CC=CC=C3.C1=CC=C(C=C1)P(C2=CC=CC=C2)C3=CC=CC=C3.C1=CC=C(C=C1)P(C2=CC=CC=C2)C3=CC=CC=C3.[Pd] (tetrakis(triphenylphosphine)palladium(O)). Solvent: C(OC)COC (dimethoxyethane), O (water). The product is ClC=1C(=NC=C(C1)C(F)(F)F)C1=CC(=C(C=C1)Cl)OC (3-Chloro-2-(4-chloro-3-methoxyphenyl)-5-trifluoromethylpyridine). Reaction SMILES: Cl[C:2]1[C:7]([Cl:8])=[CH:6][C:5]([C:9]([F:12])([F:11])[F:10])=[CH:4][N:3]=1.[Cl:13][C:14]1[CH:19]=[CH:18][C:17](B(O)O)=[CH:16][C:15]=1[O:23][CH3:24].C(=O)(O)[O-].[Na+].Cl>C(COC)OC.O.C1C=CC(P(C2C=CC=CC=2)C2C=CC=CC=2)=CC=1.C1C=CC(P(C2C=CC=CC=2)C2C=CC=CC=2)=CC=1.C1C=CC(P(C2C=CC=CC=2)C2C=CC=CC=2)=CC=1.C1C=CC(P(C2C=CC=CC=2)C2C=CC=CC=2)=CC=1.[Pd]>[Cl:8][C:7]1[C:2]([C:17]2[CH:18]=[CH:19][C:14]([Cl:13])=[C:15]([O:23][CH3:24])[CH:16]=2)=[N:3][CH:4]=[C:5]([C:9]([F:12])([F:11])[F:10])[CH:6]=1 |f:2.3,7.8.9.10.11|. Reported procedure: 38.8 g (0.180 mol) of 2,3-dichloro-5-trifluoromethylpyridine, 33.5 g (0.180 mol) of 4-chloro-3-methoxybenzeneboronic acid, 0.7 g (0.61 mmol) of tetrakis(triphenylphosphine)palladium(O) and 45.3 g (0.539 mol) of sodium bicarbonate in a mixture of 550 ml of dimethoxyethane and 550 ml of water were refluxed for four hours. The mixture was then acidified to pH 4-5 with dilute hydrochloric acid, the dimethoxyethane was removed by distillation, and the remaining aqueous phase was extracted with methyl... Reactants: COC=1C=CC(=C2CC(NC12)=O)C1CNCCC1 (1,3-dihydro-7-methoxy-4-(3-piperidinyl)-2H-indol-2-one), Br (hydrobromic acid). The product is Br.OC=1C=CC(=C2CC(NC12)=O)C1CNCCC1 (1,3-dihydro-7-hydroxy-4-(3-piperidinyl)-2H-indol-2-one hydrobromide). Reaction SMILES: C[O:2][C:3]1[CH:4]=[CH:5][C:6]([CH:13]2[CH2:18][CH2:17][CH2:16][NH:15][CH2:14]2)=[C:7]2[C:11]=1[NH:10][C:9](=[O:12])[CH2:8]2.[BrH:19]>>[BrH:19].[OH:2][C:3]1[CH:4]=[CH:5][C:6]([CH:13]2[CH2:18][CH2:17][CH2:16][NH:15][CH2:14]2)=[C:7]2[C:11]=1[NH:10][C:9](=[O:12])[CH2:8]2 |f:2.3|. Procedure details: A mixture of 1.5 g of the product of Example 1 in 15 ml of concentrated hydrobromic acid (d=1.49) was refluxed for 2 hours 30 minutes under an inert atmosphere and after evaporating to dryness under reduced pressure, taking up the residue with benzene, concentrating to dryness, adding 2 ml of ethanol, filtering the crystals obtained, drying under reduced pressure, and purifying by crystallization from ethanol, 1.4 g of 1,3-dihydro-7-hydroxy-4-(3-piperidinyl)-2H-indol-2-one hydrobromide melting a... The reactants are CCOC(=O)c1c(C)nc2cccc(OC3CCCCC3)c2c1N, CCO, Cl, [Na+], [OH-], O. Product: Cc1nc2cccc(OC3CCCCC3)c2c(N)c1C(=O)O. As a reaction SMILES: [CH2:1]([CH3:2])[O:3][C:4](=[O:5])[c:6]1[c:7]([CH3:24])[n:8][c:9]2[cH:10][cH:11][cH:12][c:13]([O:17][CH:18]3[CH2:19][CH2:20][CH2:21][CH2:22][CH2:23]3)[c:14]2[c:15]1[NH2:16].[CH3:28][CH2:29][OH:30].[ClH:27].[Na+:26].[OH-:25].[OH2:31]>>[O:3]=[C:4]([OH:5])[c:6]1[c:7]([CH3:24])[n:8][c:9]2[cH:10][cH:11][cH:12][c:13]([O:17][CH:18]3[CH2:19][CH2:20][CH2:21][CH2:22][CH2:23]3)[c:14]2[c:15]1[NH2:16].